Dataset: the Open Reaction Database (ORD), a public repository of structured organic reaction records. Task: describe an organic reaction: reactants, conditions, products, and yield The reactants are C1COCCN1, C1CCOC1, O=C(Nc1cc(Oc2ccc([N+](=O)[O-])cc2)ccn1)Oc1ccccc1. The product is O=C(Nc1cc(Oc2ccc([N+](=O)[O-])cc2)ccn1)N1CCOCC1. Reaction SMILES: [CH2:27]1[CH2:28][O:29][CH2:30][CH2:31][NH:32]1.[O:33]1[CH2:34][CH2:35][CH2:36][CH2:37]1.[c:1]1([O:2][C:8]([NH:9][c:10]2[n:11][cH:12][cH:13][c:14]([O:16][c:17]3[cH:18][cH:19][c:20]([N+:23](=[O:24])[O-:25])[cH:21][cH:22]3)[cH:15]2)=[O:26])[cH:3][cH:4][cH:5][cH:6][cH:7]1>>[C:8]([NH:9][c:10]1[n:11][cH:12][cH:13][c:14]([O:16][c:17]2[cH:18][cH:19][c:20]([N+:23](=[O:24])[O-:25])[cH:21][cH:22]2)[cH:15]1)(=[O:26])[N:32]1[CH2:27][CH2:28][O:29][CH2:30][CH2:31]1. The reactants are [H][H] (hydrogen), FC1=CC(=C(C=C1OCCCOC)N)[N+](=O)[O-] (4-fluoro-5-(3-methoxypropoxy)-2-nitrophenylamine). Reagents/catalysts: [Pd] (palladium-on-charcoal). The solvent is C(C)O (ethanol). The product is FC=1C=C(C(=CC1OCCCOC)N)N (4-fluoro-5-(3-methoxypropoxy)benzene-1,2-diamine). Isolated yield 100.2%. RXN SMILES: [H][H].[F:3][C:4]1[C:9]([O:10][CH2:11][CH2:12][CH2:13][O:14][CH3:15])=[CH:8][C:7]([NH2:16])=[C:6]([N+:17]([O-])=O)[CH:5]=1>C(O)C.[Pd]>[F:3][C:4]1[CH:5]=[C:6]([NH2:17])[C:7]([NH2:16])=[CH:8][C:9]=1[O:10][CH2:11][CH2:12][CH2:13][O:14][CH3:15]. Procedure: In a 25 ml autoclave, dissolve 330 mg of 4-fluoro-5-(3-methoxypropoxy)-2-nitrophenylamine, obtained in the previous stage, in 20 ml of ethanol, add 40 mg of 10% palladium-on-charcoal and then subject to an initial hydrogen pressure of 1 bar at 20° C. for 16 hours. After cooling, the volume of hydrogen absorbed is 91 ml. After filtration of the catalyst and then concentration to dryness under reduced pressure, we obtain 290 mg of 4-fluoro-5-(3-methoxypropoxy)benzene-1,2-diamine, in the form of a ...